This data is from the Open Reaction Database (ORD), a public repository of structured organic reaction records. The task is: describe an organic reaction: reactants, conditions, products, and yield Starting materials: [N+](=O)([O-])C=1C=C(C(=O)NC=2C=C(C=CC2)NC(OC(C)(C)C)=O)C=CC1 (tert-butyl {3-[(3-nitrobenzoyl)amino]phenyl}carbamate). The reagents and catalysts are [Fe] (iron). The solvent is O (water), CO (methanol), C(C)(=O)O (acetic acid), O (water). Product: NC=1C=C(C(=O)NC=2C=C(C=CC2)NC(OC(C)(C)C)=O)C=CC1 (tert-Butyl {3-[(3-aminobenzoyl)amino]phenyl}carbamate). The yield is 87.3%. As a reaction SMILES: [N+:1]([C:4]1[CH:5]=[C:6]([CH:24]=[CH:25][CH:26]=1)[C:7]([NH:9][C:10]1[CH:11]=[C:12]([NH:16][C:17](=[O:23])[O:18][C:19]([CH3:22])([CH3:21])[CH3:20])[CH:13]=[CH:14][CH:15]=1)=[O:8])([O-])=O>O.CO.C(O)(=O)C.[Fe]>[NH2:1][C:4]1[CH:5]=[C:6]([CH:24]=[CH:25][CH:26]=1)[C:7]([NH:9][C:10]1[CH:11]=[C:12]([NH:16][C:17](=[O:23])[O:18][C:19]([CH3:22])([CH3:20])[CH3:21])[CH:13]=[CH:14][CH:15]=1)=[O:8]. Reported procedure: To a solution of tert-butyl {3-[(3-nitrobenzoyl)amino]phenyl}carbamate (2.00 g, 5.6 mmol) in water (4 mL), methanol (22 mL) and acetic acid (8.6 mL) was added iron (0.782 g, 14.0 mmol) powder in small quantities. When the addition was completed, the mixture was stirred in water bath for 3 h. The mixture was filtered, and the cake was washed with MeOH/EtOAc. The brown filtrate was concentrated and diluted with H2O, and the aqueous layer was extracted with EtOAc three times. The combined organic l... Isolated yield 24.0%. Reaction SMILES: [CH2:1]([N:8]1[CH2:12][CH:11]([N:13](C(OC(C)(C)C)=O)[CH2:14][C:15]2[CH:20]=[CH:19][C:18]([F:21])=[CH:17][C:16]=2[F:22])[CH2:10][CH:9]1[C:30](O)=[O:31])[C:2]1[CH:7]=[CH:6][CH:5]=[CH:4][CH:3]=1.[CH3:33][CH:34]1[CH2:39][CH2:38][NH:37][CH2:36][CH2:35]1>>[CH2:1]([N:8]1[CH2:12][C@@H:11]([NH:13][CH2:14][C:15]2[CH:20]=[CH:19][C:18]([F:21])=[CH:17][C:16]=2[F:22])[CH2:10][C@H:9]1[C:30]([N:37]1[CH2:38][CH2:39][CH:34]([CH3:33])[CH2:35][CH2:36]1)=[O:31])[C:2]1[CH:7]=[CH:6][CH:5]=[CH:4][CH:3]=1. Starting materials: C(C1=CC=CC=C1)N1C(CC(C1)N(CC1=C(C=C(C=C1)F)F)C(=O)OC(C)(C)C)C(=O)O (1-benzyl-4-[tert-butoxycarbonyl-(2,4-difluoro-benzyl)-amino]-pyrrolidine-2-carboxylic acid), CC1CCNCC1 (4-methyl-piperidine). Reported procedure: As described for Example 1f, 1-benzyl-4-[tert-butoxycarbonyl-(2,4-difluoro-benzyl)-amino]-pyrrolidine-2-carboxylic acid (60.0 mg, 0.134 mmol) was converted, using 4-methyl-piperidine instead of 2-piperazin-1-yl-benzonitrile, to the title compound (12.5 mg, 24%) as light yellow oil. MS m/e=428.5 [M+H]+. Product: C(C1=CC=CC=C1)N1[C@@H](C[C@@H](C1)NCC1=C(C=C(C=C1)F)F)C(=O)N1CCC(CC1)C ([(2S,4S)-1-Benzyl-4-(2,4-difluoro-benzylamino)-pyrrolidin-2-yl]-(4-methyl-piperidin-1-yl)-methanone). The reactants are hydrochloride salt, ClC1=C(C=CC=C1)C1=CC(=CC=2CC(OC21)COS(=O)(=O)C2=CC=C(C=C2)C)C2=CC=CC=C2 ((±)-{[7-(2-chlorophenyl)-5-phenyl-2,3-dihydro-1-benzofuran-2-yl]methyl}4-methylbenzenesulfonate), CN (methylamine). Product: ClC1=C(C=CC=C1)C1=CC(=CC=2CC(OC21)CNC)C2=CC=CC=C2 ((±)-{[7-(2-chlorophenyl)-5-phenyl-2,3-dihydro-1-benzofuran-2-yl]methyl}methylamine). RXN SMILES: [Cl:1][C:2]1[CH:7]=[CH:6][CH:5]=[CH:4][C:3]=1[C:8]1[C:16]2[O:15][CH:14]([CH2:17]OS(C3C=CC(C)=CC=3)(=O)=O)[CH2:13][C:12]=2[CH:11]=[C:10]([C:29]2[CH:34]=[CH:33][CH:32]=[CH:31][CH:30]=2)[CH:9]=1.[CH3:35][NH2:36]>>[Cl:1][C:2]1[CH:7]=[CH:6][CH:5]=[CH:4][C:3]=1[C:8]1[C:16]2[O:15][CH:14]([CH2:17][NH:36][CH3:35])[CH2:13][C:12]=2[CH:11]=[C:10]([C:29]2[CH:34]=[CH:33][CH:32]=[CH:31][CH:30]=2)[CH:9]=1. Reported procedure: The title compound was prepared (0.066 g, 84%) following the general procedure of Example 390 as a white solid, hydrochloride salt from (±)-{[7-(2-chlorophenyl)-5-phenyl-2,3-dihydro-1-benzofuran-2-yl]methyl}4-methylbenzenesulfonate (0.10 g, 0.20 mmol) and methylamine (0.30 g, 9.8 mmol). 192-194 mp ° C. The reactants are CNC(=O)c1ccc(C=CC(=O)NCC(=O)N(C)c2ccc(C)c(CO)c2C)cc1, CS(=O)(=O)Cl, CN(C)C=O, O. The product is CNC(=O)c1ccc(C=CC(=O)NCC(=O)N(C)c2ccc(C)c(CCl)c2C)cc1. As a reaction SMILES: [CH3:1][c:2]1[c:3]([CH2:29][OH:30])[c:4]([CH3:28])[cH:5][cH:6][c:7]1[N:8]([C:9]([CH2:10][NH:11][C:12]([CH:13]=[CH:14][c:15]1[cH:16][cH:17][c:18]([C:21]([NH:22][CH3:23])=[O:24])[cH:19][cH:20]1)=[O:25])=[O:26])[CH3:27].[CH3:31][S:32]([Cl:33])(=[O:34])=[O:35].[CH3:37][N:38]([CH3:39])[CH:40]=[O:41].[OH2:36]>>[CH3:1][c:2]1[c:3]([CH2:29][Cl:33])[c:4]([CH3:28])[cH:5][cH:6][c:7]1[N:8]([C:9]([CH2:10][NH:11][C:12]([CH:13]=[CH:14][c:15]1[cH:16][cH:17][c:18]([C:21]([NH:22][CH3:23])=[O:24])[cH:19][cH:20]1)=[O:25])=[O:26])[CH3:27]. The reactants are C(C)(C)(C)OC(N(CCC(C)C)CC1=CC=C(C=C1)C1=C(C=C(C=C1)C(N)=O)C)=O ((4′-Carbamoyl-2′-methyl-biphenyl-4-ylmethyl)-(3-methyl-butyl)-carbamic acid tert-butyl ester). Run in COC(N(C)C)OC (dimethylformamide dimethylacetal). Run at temperature 120 celsius, time 2 hour. Yields the product C(C)(C)(C)OC(N(CCC(C)C)CC1=CC=C(C=C1)C1=C(C=C(C=C1)C(N=CN(C)C)=O)C)=O ((4′-{[1-Dimethylamino-methylidene]-carbamoyl}-2′-methyl-biphenyl-4-ylmethyl)-(3-methyl-butyl)-carbamic acid tert-butyl ester). RXN SMILES: [C:1]([O:5][C:6](=[O:30])[N:7]([CH2:13][C:14]1[CH:19]=[CH:18][C:17]([C:20]2[CH:25]=[CH:24][C:23]([C:26](=[O:28])[NH2:27])=[CH:22][C:21]=2[CH3:29])=[CH:16][CH:15]=1)[CH2:8][CH2:9][CH:10]([CH3:12])[CH3:11])([CH3:4])([CH3:3])[CH3:2]>COC(OC)N(C)C>[C:1]([O:5][C:6](=[O:30])[N:7]([CH2:13][C:14]1[CH:15]=[CH:16][C:17]([C:20]2[CH:25]=[CH:24][C:23]([C:26](=[O:28])[N:27]=[CH:6][N:7]([CH3:13])[CH3:8])=[CH:22][C:21]=2[CH3:29])=[CH:18][CH:19]=1)[CH2:8][CH2:9][CH:10]([CH3:12])[CH3:11])([CH3:2])([CH3:3])[CH3:4]. Procedure details: (4′-Carbamoyl-2′-methyl-biphenyl-4-ylmethyl)-(3-methyl-butyl)-carbamic acid tert-butyl ester (I-4-b: 200.0 mg, 0.487 mmol) was dissolved in dimethylformamide dimethylacetal (5.0 ml) and heated to 120° C. After 2 hours, the reaction mixture was cooled to room temperature and the volatiles removed under reduced pressure. The resulting residue was used in the next reaction without further purification. Starting materials: BrC1CN(CCC1=O)C(=O)OC(C)(C)C (tert-butyl 3-bromo-4-oxo-piperidine-1-carboxylate), SCC1=CC2=CC=CC=C2C=C1 (2-mercaptomethylnaphthalene), C([O-])([O-])=O.[K+].[K+] (potassium carbonate). Run in C(C)#N (acetonitrile). Run at time 18 hour. Product: C1=C(C=CC2=CC=CC=C12)CSC1CN(CCC1=O)C(=O)OC(C)(C)C (tert-butyl (3RS)-3-(naphthalen-2-ylmethylthio)-4-oxo-piperidine-1-carboxylate). The yield is 61.1%. RXN SMILES: Br[CH:2]1[C:7](=[O:8])[CH2:6][CH2:5][N:4]([C:9]([O:11][C:12]([CH3:15])([CH3:14])[CH3:13])=[O:10])[CH2:3]1.[SH:16][CH2:17][C:18]1[CH:27]=[CH:26][C:25]2[C:20](=[CH:21][CH:22]=[CH:23][CH:24]=2)[CH:19]=1.C(=O)([O-])[O-].[K+].[K+]>C(#N)C>[CH:19]1[C:20]2[C:25](=[CH:24][CH:23]=[CH:22][CH:21]=2)[CH:26]=[CH:27][C:18]=1[CH2:17][S:16][CH:2]1[C:7](=[O:8])[CH2:6][CH2:5][N:4]([C:9]([O:11][C:12]([CH3:15])([CH3:14])[CH3:13])=[O:10])[CH2:3]1 |f:2.3.4|. Procedure: A solution of 2.78 g (10 mmol) of tert-butyl 3-bromo-4-oxo-piperidine-1-carboxylate and 2.09 g (12 mmol) of 2-mercaptomethylnaphthalene in 100 ml of absolute acetonitrile was treated with 13.8 g (100 mmol) of anhydrous potassium carbonate and thereafter the mixture was stirred at room temperature for 18 hours. The reaction mixture was filtered, the filtrate was poured on to ice-water and adjusted to pH 2-3 with concentrated hydrochloric acid; the aqueous phase was extracted three times with 200 ... Starting materials: C(C1=CC=CC=C1)S (benzyl mercaptan), ClC1=NC=CC=C1Cl (2,3-dichloropyridine). Solvent: CN(C=O)C (dimethylformamide), CN(C=O)C (dimethylformamide). Conditions: temperature 70 celsius. Yields the product ClC=1C(=NC=CC1)SCC1=CC=CC=C1 (3-Chloro-2-((Phenylmethyl)thio)pyridine). RXN SMILES: [CH2:1]([SH:8])[C:2]1[CH:7]=[CH:6][CH:5]=[CH:4][CH:3]=1.Cl[C:10]1[C:15]([Cl:16])=[CH:14][CH:13]=[CH:12][N:11]=1>CN(C)C=O>[Cl:16][C:15]1[C:10]([S:8][CH2:1][C:2]2[CH:7]=[CH:6][CH:5]=[CH:4][CH:3]=2)=[N:11][CH:12]=[CH:13][CH:14]=1. Procedure details: 42.0 Grams (0.338 mole) of benzyl mercaptan were dissolved in 350 ml dimethylformamide which had been dried over molecular sieves. The solution was placed under a nitrogen atmosphere and 16.2 grams (0.338 mole) of a 50 percent dispersion of sodium hydride was slowly added. Stirring was continued until hydrogen gas evolution stopped. Thereupon, the resulting solution was added slowly, again with stirring, to a solution of 50.0 grams (0.338 mole) of 2,3-dichloropyridine in 200 ml dry dimethylforma... The reactants are 3-hydroxy-2-methyl-pyrone, CC1=C(C(=O)C=CO1)O (maltol), NC (NH2CH3). Product: CC1=C(C(=O)C=CN1C)O (Deferiprone), title compound. The yield is 54.0%. Reaction SMILES: [CH3:1][C:2]1O[CH:7]=[CH:6][C:4](=[O:5])[C:3]=1[OH:9].[NH2:10][CH3:11]>>[CH3:1][C:2]1[N:10]([CH3:11])[CH:7]=[CH:6][C:4](=[O:5])[C:3]=1[OH:9]. Procedure: Deferiprone was synthesized as described previously. (Gale et al, Res Comun Chem Pathol Pharmacol Vol. 73, No. 3, September 1991) An aqueous suspension of 3-hydroxy-2-methyl-pyrone, maltol, (Aldrich Chemical Co., Milwaukee, Wis., 50 gm, 396 nmol) and NH2CH3 (Aldrich Chemical Co., Milwaukee, Wis., 3 eq, 92 ml, 1.18 mol, 12.88 M) in distilled, degassed H2O was heated under reflux for 12 hours. The solution was allowed to cool to room temperature. The excess methyl amine was removed under reduced p... Reactants: ClC(CCC(C)(O)C)(Cl)Cl (1,1,1-trichloro-4-methyl-4-pentanol), C1(=CC=C(C=C1)S(=O)(=O)O)C (p-toluenesulfonic acid). Yields the product ClC(CCC(=C)C)(Cl)Cl (1,1,1-trichloro-4-methyl-4-pentene). Isolated yield 9.3%. As a reaction SMILES: [Cl:1][C:2]([Cl:10])([Cl:9])[CH2:3][CH2:4][C:5]([CH3:8])(O)[CH3:6].C1(C)C=CC(S(O)(=O)=O)=CC=1>>[Cl:1][C:2]([Cl:10])([Cl:9])[CH2:3][CH2:4][C:5]([CH3:8])=[CH2:6]. Reported procedure: Then, to 732 g of 1,1,1-trichloro-4-methyl-4-pentanol was added 7.3 g of p-toluenesulfonic acid and the mixture was heated at 155°-160° C. for 1.5 hours, the byproduct water being azeotropically removed. The reaction mixture was as such distilled under a reduced pressure of 200 mmHg and the distillate was dried over sodium sulfate and fractionally distilled. By the above procedure was obtained 62 g of 1,1,1-trichloro-4-methyl-4-pentene as a fraction boiling at 73°-74° C. (20 mmHg), together with... Reactants: COCC1CN(c2ccc(C3CCC(=O)CC3)cc2)C(=O)O1, C1CCOC1, O. The product is C=C1CCC(c2ccc(N3CC(COC)OC3=O)cc2)CC1. RXN SMILES: [O:1]=[C:2]1[CH2:3][CH2:4][CH:5]([c:8]2[cH:9][cH:10][c:11]([N:14]3[C:15](=[O:22])[O:16][CH:17]([CH2:19][O:20][CH3:21])[CH2:18]3)[cH:12][cH:13]2)[CH2:6][CH2:7]1.[O:24]1[CH2:25][CH2:28][CH2:27][CH2:26]1.[OH2:23]>>[C:2]1(=[CH2:25])[CH2:3][CH2:4][CH:5]([c:8]2[cH:9][cH:10][c:11]([N:14]3[C:15](=[O:22])[O:16][CH:17]([CH2:19][O:20][CH3:21])[CH2:18]3)[cH:12][cH:13]2)[CH2:6][CH2:7]1.